From a dataset of the Open Reaction Database (ORD), a public repository of structured organic reaction records. describe an organic reaction: reactants, conditions, products, and yield The reactants are [BH4-], Cc1cc(N)c(Br)cc1C, CC(C)=O, [Na+], C1CCOC1, O=S(=O)(O)O. Yields the product Cc1cc(Br)c(NC(C)C)cc1C. Reaction SMILES: [BH4-:20].[Br:10][c:11]1[c:12]([NH2:13])[cH:14][c:15]([CH3:19])[c:16]([CH3:18])[cH:17]1.[CH3:1][C:2]([CH3:3])=[O:4].[Na+:21].[O:22]1[CH2:23][CH2:24][CH2:25][CH2:26]1.[S:5](=[O:6])(=[O:7])([OH:8])[OH:9]>>[CH3:1][CH:2]([CH3:3])[NH:13][c:12]1[c:11]([Br:10])[cH:17][c:16]([CH3:18])[c:15]([CH3:19])[cH:14]1. The reactants are C(C1=CC=CC=C1)OC(=O)N[C@@H]1C(N(CC1)[C@@H]1[C@@H](C[C@@H](CC1)NC(OC(C)(C)C)=O)CS(=O)(=O)C)=O (tert-butyl (1R,3R,4S)-4-((S)-3-benzyloxycarbonylamino-2-oxopyrrolidin-1-yl)-3-(methylsulfonylmethyl)cyclohexylcarbamate). Reagents/catalysts: [Pd] (Pd/C). Solvent: CO (MeOH). Run at time 2 hour. The product is N[C@@H]1C(N(CC1)[C@@H]1[C@@H](C[C@@H](CC1)NC(OC(C)(C)C)=O)CS(=O)(=O)C)=O (tert-butyl (1R,3R,4S)-4-((S)-3-amino-2-oxopyrrolidin-1-yl)-3-(methylsulfonylmethyl)cyclohexylcarbamate). The yield is 91.1%. As a reaction SMILES: C(OC([NH:11][C@H:12]1[CH2:16][CH2:15][N:14]([C@H:17]2[CH2:22][CH2:21][C@@H:20]([NH:23][C:24](=[O:30])[O:25][C:26]([CH3:29])([CH3:28])[CH3:27])[CH2:19][C@H:18]2[CH2:31][S:32]([CH3:35])(=[O:34])=[O:33])[C:13]1=[O:36])=O)C1C=CC=CC=1>CO.[Pd]>[NH2:11][C@H:12]1[CH2:16][CH2:15][N:14]([C@H:17]2[CH2:22][CH2:21][C@@H:20]([NH:23][C:24](=[O:30])[O:25][C:26]([CH3:29])([CH3:28])[CH3:27])[CH2:19][C@H:18]2[CH2:31][S:32]([CH3:35])(=[O:34])=[O:33])[C:13]1=[O:36]. Procedure details: A solution of tert-butyl (1R,3R,4S)-4-((S)-3-benzyloxycarbonylamino-2-oxopyrrolidin-1-yl)-3-(methylsulfonylmethyl)cyclohexylcarbamate (835 mg) in MeOH (5 mL) was charged with 10% Pd/C, Degussa (800 mg). The reaction flask was evacuated and then back-filled with hydrogen; this was repeated three more times. The reaction was stirred under 1 atm of H2 for 2 h and then filtered and concentrated to afford tert-butyl (1R,3R,4S)-4-((S)-3-amino-2-oxopyrrolidin-1-yl)-3-(methylsulfonylmethyl)cyclohexylcar... The reactants are solution, C(CCC)[Li] (butyllithium), [NH4+].[OH-] (NH4OH), ice, BrC1=NC=CC=C1 (2-bromopyridine), COC=1C=C(C=O)C=CC1OC (3,4-dimethoxybenzaldehyde). Run in CCCCCC (hexane), CCOCC (ether), CCOCC (ether). Reaction conditions: time 15 minute. Product: COC=1C=C(C=CC1OC)C(O)C1=NC=CC=C1 (3,4-dimethoxyphenyl-2-pyridyl carbinol). As a reaction SMILES: C([Li])CCC.Br[C:7]1[CH:12]=[CH:11][CH:10]=[CH:9][N:8]=1.[CH3:13][O:14][C:15]1[CH:16]=[C:17]([CH:20]=[CH:21][C:22]=1[O:23][CH3:24])[CH:18]=[O:19].[NH4+].[OH-]>CCCCCC.CCOCC>[CH3:13][O:14][C:15]1[CH:16]=[C:17]([CH:18]([C:7]2[CH:12]=[CH:11][CH:10]=[CH:9][N:8]=2)[OH:19])[CH:20]=[CH:21][C:22]=1[O:23][CH3:24] |f:3.4|. Procedure: A stirred solution of 187.5 ml of 1.6 M solution of butyllithium in hexane was cooled to -40° under nitrogen and 39.5 g (0.25 M) of 2-bromopyridine in 100 ml of ether added dropwise. The mixture was stirred 15 minutes at -40° and a solution of 41.5 g (0.25 M) of 3,4-dimethoxybenzaldehyde in 200 ml of ether added. After stirring at -15° for 45 minutes, the mixture was poured into 500 g ice/100 ml conc. HCl. The separated aqueous layer was made alkaline with conc. NH4OH, extracted with methylene c... Reactants: C(=O)C1=CC=C(C=C1)C1=C(C=CC=C1)OC(F)(F)F (4-formyl-(2′-trifluoromethoxy-1,1′-biphenyl)), S1C(NC(C1)=O)=O (2,4-thiazolidinedione), N1CCCCC1 (piperidine), C(C1=CC=CC=C1)(=O)O (benzoic acid). Solvent: C1(=CC=CC=C1)C (toluene), O (water). Yields the product FC(OC1=C(C=CC=C1)C1=CC=C(C=C2C(NC(S2)=O)=O)C=C1)(F)F (5-(4-(2-trifluoromethoxyphenyl)benzylidene)thiazolidine-2,4-dione). As a reaction SMILES: [CH:1]([C:3]1[CH:8]=[CH:7][C:6]([C:9]2[CH:14]=[CH:13][CH:12]=[CH:11][C:10]=2[O:15][C:16]([F:19])([F:18])[F:17])=[CH:5][CH:4]=1)=O.[S:20]1[CH2:24][C:23](=[O:25])[NH:22][C:21]1=[O:26].N1CCCCC1.C(O)(=O)C1C=CC=CC=1>C1(C)C=CC=CC=1.O>[F:17][C:16]([F:19])([F:18])[O:15][C:10]1[CH:11]=[CH:12][CH:13]=[CH:14][C:9]=1[C:6]1[CH:7]=[CH:8][C:3]([CH:1]=[C:24]2[S:20][C:21](=[O:26])[NH:22][C:23]2=[O:25])=[CH:4][CH:5]=1. Procedure details: To a solution of 4-formyl-(2′-trifluoromethoxy-1,1′-biphenyl) (0.31 g, 1.16 mmol) and 2,4-thiazolidinedione (0.164 g, 1.4 mmol) in toluene (20 mL) were added piperidine (0.015 mL, 0.152 mmol) and benzoic acid (0.021 mg, 0.175 mmol), and the reaction was refluxed for 3 h with continuous removal of water. The solvent was then distilled off and the residue was crystallized from ether-pet ether to yield titled product as a solid. Starting materials: O1C(=CC2=C1C=CC=C2)C2=CN=C1N2N=C(C=C1)Cl (3-(1-benzofur-2-yl)-6-chloroimidazo[1,2-b]pyridazine), N1C[C@H](CC1)O ((3S)-pyrrolidin-3-ol), C(O)([O-])=O.[Na+] (sodium hydrogencarbonate). Run in C(CCC)O (butan-1-ol). Product: O1C(=CC2=C1C=CC=C2)C2=CN=C1N2N=C(C=C1)N1C[C@H](CC1)O ((3S)-1-[3-(1-Benzofuran-2-yl)imidazo[1,2-b]pyridazin-6-yl]pyrrolidin-3-ol). RXN SMILES: [O:1]1[C:5]2[CH:6]=[CH:7][CH:8]=[CH:9][C:4]=2[CH:3]=[C:2]1[C:10]1[N:14]2[N:15]=[C:16](Cl)[CH:17]=[CH:18][C:13]2=[N:12][CH:11]=1.[NH:20]1[CH2:24][CH2:23][C@H:22]([OH:25])[CH2:21]1.C(=O)([O-])O.[Na+]>C(O)CCC>[O:1]1[C:5]2[CH:6]=[CH:7][CH:8]=[CH:9][C:4]=2[CH:3]=[C:2]1[C:10]1[N:14]2[N:15]=[C:16]([N:20]3[CH2:24][CH2:23][C@H:22]([OH:25])[CH2:21]3)[CH:17]=[CH:18][C:13]2=[N:12][CH:11]=1 |f:2.3|. Procedure details: 150 mg (0.56 mmol) 3-(1-benzofur-2-yl)-6-chloroimidazo[1,2-b]pyridazine, 116.3 mg (1.34 mmol) (3S)-pyrrolidin-3-ol and 112.1 mg (1.34 mmol) sodium hydrogencarbonate in 4.0 mL butan-1-ol were stirred 72 h at 150° C. The solvent was removed. The residue was purified by HPLC to yield 22 mg (12%).